This data is from the Open Reaction Database (ORD), a public repository of structured organic reaction records. The task is: describe an organic reaction: reactants, conditions, products, and yield The reactants are OC=1C=C(C=CC1)CCCN1C(C2=CC=CC=C2C1=O)=O (2-[3-(3-hydroxyphenyl)propyl]isoindole-1,3-dione), O1CC12CCCCCCC2 (1-oxa-spiro[2.7]decane), C(=O)([O-])[O-].[Cs+].[Cs+] (Cs2CO3). Run in CS(=O)C (DMSO). Reaction conditions: temperature 120 celsius. The product is OC1(CCCCCCC1)COC=1C=C(C=CC1)CCCN1C(C2=CC=CC=C2C1=O)=O (2-(3-(3-((1-hydroxycyclooctyl)methoxy)phenyl)propyl)isoindoline-1,3-dione). Reaction SMILES: [OH:1][C:2]1[CH:3]=[C:4]([CH2:8][CH2:9][CH2:10][N:11]2[C:19](=[O:20])[C:18]3[C:13](=[CH:14][CH:15]=[CH:16][CH:17]=3)[C:12]2=[O:21])[CH:5]=[CH:6][CH:7]=1.[O:22]1[C:24]2([CH2:31][CH2:30][CH2:29][CH2:28][CH2:27][CH2:26][CH2:25]2)[CH2:23]1.C([O-])([O-])=O.[Cs+].[Cs+]>CS(C)=O>[OH:22][C:24]1([CH2:23][O:1][C:2]2[CH:3]=[C:4]([CH2:8][CH2:9][CH2:10][N:11]3[C:19](=[O:20])[C:18]4[C:13](=[CH:14][CH:15]=[CH:16][CH:17]=4)[C:12]3=[O:21])[CH:5]=[CH:6][CH:7]=2)[CH2:31][CH2:30][CH2:29][CH2:28][CH2:27][CH2:26][CH2:25]1 |f:2.3.4|. Reported procedure: A suspension of the phenol 58 (1.0 g, 3.5 mmol), 1-oxa-spiro[2.7]decane (0.5 g, 3.2 mmol) and Cs2CO3 (1.14 g, 3.5 mmol) in DMSO (4 mL) was heated at 120° C. for 16 h. After completion of reaction, the mixture was quenched by the addition of 1N HCl and extracted with DCM. The organic layer was dried over anhydrous Na2SO4, filtered and concentrated under reduced pressure. Purification by flash chromatography (0 to 10% 7N NH3/methanol-CH2Cl2) afforded 2-(3-(3-((1-hydroxycyclooctyl)methoxy)phenyl)pr... Starting materials: [OH-].[K+] (KOH), q-iodide, OC=1C(=NC=C(C1)C)[N+](=O)[O-] (3-hydroxy-5-methyl-2-nitropyridine), [K] (potassium), [OH-].[K+] (KOH), CC1=C(CCl)C(=CC=C1)C (2,6-dimethylbenzylchloride), CC1=C(CCl)C(=CC=C1)C (2,6-dimethyl benzylchloride). Run in C(C)O (ethanol), C(C)O (ethanol), C(C)O (ethanol). Yields the product CC1=C(COC=2C(=NC=C(C2)C)[N+](=O)[O-])C(=CC=C1)C (3-(2,6-dimethylbenzyloxy)-5-methyl-2-nitropyridine). The yield is 81.1%. Reaction SMILES: [OH-].[K+].[OH:3][C:4]1[C:5]([N+:11]([O-:13])=[O:12])=[N:6][CH:7]=[C:8]([CH3:10])[CH:9]=1.[K].[CH3:15][C:16]1[CH:23]=[CH:22][CH:21]=[C:20]([CH3:24])[C:17]=1[CH2:18]Cl>C(O)C>[CH3:15][C:16]1[CH:23]=[CH:22][CH:21]=[C:20]([CH3:24])[C:17]=1[CH2:18][O:3][C:4]1[C:5]([N+:11]([O-:13])=[O:12])=[N:6][CH:7]=[C:8]([CH3:10])[CH:9]=1 |f:0.1,^1:13|. Procedure: To 0.52 g (8.02 mmol) of 87% KOH and 0.15 g q-iodide in 6 ml 95% ethanol was added a solution of 3-hydroxy-5-methyl-2-nitropyridine (1.2 g, 7.79 mmol) in 25 ml of ethanol. To the resulting suspension of the potassium salt was added dropwise a solution of 2,6-dimethyl benzylchloride (1.24 g, 8.02 mmol) in 13 ml of ethanol. The reaction mixture was refluxed for 1 h. More 87% KOH (0.16 g) and 2,6-dimethylbenzylchloride (0.38 g) were added. The reaction mixture was refluxed for additional 70 min. Th... Reactants: O=[Ag-], CCOC(C)=O, CN(C)C=O, CCCC[Sn](CCCC)(CCCC)c1c(F)cc2c(=O)c(C(=O)OCC)cn(C3CC3)c2c1C, Cl, O, Cc1ccc(S(=O)(=O)N2Cc3ccc(Br)cc3C2)cc1, c1ccc(P(c2ccccc2)(c2ccccc2)[Pd](P(c2ccccc2)(c2ccccc2)c2ccccc2)(P(c2ccccc2)(c2ccccc2)c2ccccc2)P(c2ccccc2)(c2ccccc2)c2ccccc2)cc1. Product: CCOC(=O)c1cn(C2CC2)c2c(C)c(-c3ccc4c(c3)CN(S(=O)(=O)c3ccc(C)cc3)C4)c(F)cc2c1=O. RXN SMILES: [Ag-:67]=[O:68].[CH3:55][CH2:56][O:57][C:58](=[O:59])[CH3:60].[CH3:62][N:63]([CH3:64])[CH:65]=[O:66].[CH:21]1([n:24]2[cH:25][c:26]([C:50](=[O:51])[O:52][CH2:53][CH3:54])[c:27](=[O:49])[c:28]3[cH:29][c:30]([F:48])[c:31]([Sn:35]([CH2:36][CH2:37][CH2:38][CH3:39])([CH2:40][CH2:41][CH2:42][CH3:43])[CH2:44][CH2:45][CH2:46][CH3:47])[c:32]([CH3:34])[c:33]23)[CH2:22][CH2:23]1.[ClH:61].[OH2:146].[c:1]1([CH3:20])[cH:2][cH:3][c:4]([S:7](=[O:8])(=[O:9])[N:10]2[CH2:11][c:12]3[cH:13][cH:14][c:15]([Br:19])[cH:16][c:17]3[CH2:18]2)[cH:5][cH:6]1.[cH:69]1[cH:70][cH:71][c:72]([P:73]([Pd:74]([P:75]([c:76]2[cH:77][cH:78][cH:79][cH:80][cH:81]2)([c:82]2[cH:83][cH:84][cH:85][cH:86][cH:87]2)[c:88]2[cH:89][cH:90][cH:91][cH:92][cH:93]2)([P:94]([c:95]2[cH:96][cH:97][cH:98][cH:99][cH:100]2)([c:101]2[cH:102][cH:103][cH:104][cH:105][cH:106]2)[c:107]2[cH:108][cH:109][cH:110][cH:111][cH:112]2)[P:113]([c:114]2[cH:115][cH:116][cH:117][cH:118][cH:119]2)([c:120]2[cH:121][cH:122][cH:123][cH:124][cH:125]2)[c:126]2[cH:127][cH:128][cH:129][cH:130][cH:131]2)([c:132]2[cH:133][cH:134][cH:135][cH:136][cH:137]2)[c:138]2[cH:139][cH:140][cH:141][cH:142][cH:143]2)[cH:144][cH:145]1>>[c:1]1([CH3:20])[cH:2][cH:3][c:4]([S:7](=[O:8])(=[O:9])[N:10]2[CH2:11][c:12]3[cH:13][cH:14][c:15](-[c:31]4[c:30]([F:48])[cH:29][c:28]5[c:27](=[O:49])[c:26]([C:50](=[O:51])[O:52][CH2:53][CH3:54])[cH:25][n:24]([CH:21]6[CH2:22][CH2:23]6)[c:33]5[c:32]4[CH3:34])[cH:16][c:17]3[CH2:18]2)[cH:5][cH:6]1. Reactants: BrCC(=O)OCC (ethyl bromoacetate), NC1=NC=CC=C1 (2-aminopyridine). Reaction conditions: time 30 minute. Yields the product Br.C(C)OC(CN1C(C=CC=C1)=N)=O ((2-Imino-2H-pyridin-1-yl)-acetic acid ethyl ester hydrobromide salt). As a reaction SMILES: [Br:1][CH2:2][C:3]([O:5][CH2:6][CH3:7])=[O:4].[NH2:8][C:9]1[CH:14]=[CH:13][CH:12]=[CH:11][N:10]=1>>[BrH:1].[CH2:6]([O:5][C:3](=[O:4])[CH2:2][N:10]1[CH:11]=[CH:12][CH:13]=[CH:14][C:9]1=[NH:8])[CH3:7] |f:2.3|. Procedure details: To 39 mL (0.35 mol) of ethyl bromoacetate is added 9.4 g (0.1 mol) of 2-aminopyridine portionwise at 0° C. The resulting mixture is allowed to warm to room temperature and stirred at this temperature for 30 minutes. The precipitate is collected and washed with hexane to give the desired compound as light tan solid. Reactants: CO, [Na+], CCCCCCC(=O)CCC(=O)OCC(C)C, [OH-]. Yields the product CCCCCCC(=O)CCC(=O)OC. RXN SMILES: [CH3:20][OH:21].[Na+:19].[O:1]=[C:2]([CH2:3][CH2:4][C:5](=[O:6])[O:7][CH2:8][CH:9]([CH3:10])[CH3:11])[CH2:12][CH2:13][CH2:14][CH2:15][CH2:16][CH3:17].[OH-:18]>>[O:1]=[C:2]([CH2:3][CH2:4][C:5](=[O:6])[O:7][CH3:8])[CH2:12][CH2:13][CH2:14][CH2:15][CH2:16][CH3:17]. The reactants are CCOC(C)=O, CCOC(=O)CCl, c1ccncc1. Product: [Cl-], CCOC(=O)C[n+]1ccccc1. As a reaction SMILES: [CH3:14][CH2:15][O:16][C:17](=[O:18])[CH3:19].[Cl:7][CH2:8][C:9](=[O:10])[O:11][CH2:12][CH3:13].[cH:1]1[cH:2][cH:3][n:4][cH:5][cH:6]1>>[Cl-:7].[cH:1]1[cH:2][cH:3][n+:4]([CH2:8][C:9](=[O:10])[O:11][CH2:12][CH3:13])[cH:5][cH:6]1. Reactants: COC(=O)C1=CC=CC=2NC(=NC21)C2=NNC1=NC=C(C=C12)C1=CN=CC2=CC=CC=C12 (2-(5-isoquinolin-4-yl-1H-pyrazolo[3,4-b]pyridin-3-yl)-1H-benzoimidazole-4-carboxylic acid methyl ester), [OH-].[Na+] (sodium hydroxide), Cl (hydrochloric acid). Solvent: CO (MeOH). Reaction conditions: temperature 80 celsius. Yields the product C1=NC=C(C2=CC=CC=C12)C=1C=C2C(=NC1)NN=C2C2=NC1=C(N2)C=CC=C1C(=O)O (2-(5-isoquinolin-4-yl-1H-pyrazolo[3,4-b]pyridin-3-yl)-1H-benzoimidazole-4-carboxylic acid). Yield: 82.7%. RXN SMILES: C[O:2][C:3]([C:5]1[C:13]2[N:12]=[C:11]([C:14]3[C:22]4[C:17](=[N:18][CH:19]=[C:20]([C:23]5[C:32]6[C:27](=[CH:28][CH:29]=[CH:30][CH:31]=6)[CH:26]=[N:25][CH:24]=5)[CH:21]=4)[NH:16][N:15]=3)[NH:10][C:9]=2[CH:8]=[CH:7][CH:6]=1)=[O:4].[OH-].[Na+].Cl>CO>[CH:26]1[C:27]2[C:32](=[CH:31][CH:30]=[CH:29][CH:28]=2)[C:23]([C:20]2[CH:21]=[C:22]3[C:14]([C:11]4[NH:10][C:9]5[CH:8]=[CH:7][CH:6]=[C:5]([C:3]([OH:4])=[O:2])[C:13]=5[N:12]=4)=[N:15][NH:16][C:17]3=[N:18][CH:19]=2)=[CH:24][N:25]=1 |f:1.2|. Procedure: Compound 108 (1.5 g, 3.57 mmol) was suspended in a 10% aqueous sodium hydroxide solution (20 mL) and MeOH (10 mL). The suspension was heated to 80° C. for five hours. The reaction mixture was cooled to room temperature then acidified with 1M hydrochloric acid. The resulting precipitate was collected and the filtrate was concentrated to remove the residual MeOH. Additional precipitate was collected and combined with the previous portion and dried to afford Compound 17 (1.2 g, 83%) as a grey solid... The reactants are C(C=C)O[C@H]1C(O[C@@H]([C@H]([C@@H]1OCC=C)OCC=C)COCC=C)(O)C1=CC(=C(C=C1)Cl)CC1=CC=C(C=C1)OCC ((3R,4S,5R,6R)-3,4,5-tris-allyloxy-6-allyloxymethyl-2-[4-chloro-3-(4-ethoxy-benzyl)-phenyl]-tetrahydro-pyran-2-ol), CC(=O)OI1(C=2C=CC=CC2C(=O)O1)(OC(=O)C)OC(=O)C (Dess-Martin periodinane), CC(=O)OI1(C=2C=CC=CC2C(=O)O1)(OC(=O)C)OC(=O)C (Dess-Martin periodinane). The solvent is C(Cl)Cl (CH2Cl2). Run at time 1 hour. Product: C(C=C)O[C@@H](C(=O)C1=CC(=C(C=C1)Cl)CC1=CC=C(C=C1)OCC)[C@H]([C@@H](C(COCC=C)=O)OCC=C)OCC=C ((2R,3R,4S)-2,3,4,6-tetrakis-allyloxy-1-[4-chloro-3-(4-ethoxy-benzyl)-phenyl]-hexane-1,5-dione). The yield is 64.8%. As a reaction SMILES: [CH2:1]([O:4][C@@H:5]1[C@@H:10]([O:11][CH2:12][CH:13]=[CH2:14])[C@H:9]([O:15][CH2:16][CH:17]=[CH2:18])[C@@H:8]([CH2:19][O:20][CH2:21][CH:22]=[CH2:23])[O:7][C:6]1([C:25]1[CH:30]=[CH:29][C:28]([Cl:31])=[C:27]([CH2:32][C:33]2[CH:38]=[CH:37][C:36]([O:39][CH2:40][CH3:41])=[CH:35][CH:34]=2)[CH:26]=1)[OH:24])[CH:2]=[CH2:3].CC(OI1(OC(C)=O)(OC(C)=O)OC(=O)C2C=CC=CC1=2)=O>C(Cl)Cl>[CH2:1]([O:4][C@H:5]([C@@H:10]([O:11][CH2:12][CH:13]=[CH2:14])[C@H:9]([O:15][CH2:16][CH:17]=[CH2:18])[C:8](=[O:7])[CH2:19][O:20][CH2:21][CH:22]=[CH2:23])[C:6]([C:25]1[CH:30]=[CH:29][C:28]([Cl:31])=[C:27]([CH2:32][C:33]2[CH:34]=[CH:35][C:36]([O:39][CH2:40][CH3:41])=[CH:37][CH:38]=2)[CH:26]=1)=[O:24])[CH:2]=[CH2:3]. Procedure: To a solution of compound from Step D (0.93 g, 1.59 mmol) in CH2Cl2 (25 ml) was added Dess-Martin periodinane (0.68 g, 1.59 mmol). The mixture was stirred at room temperature for 1 hour and then a second portion of Dess-Martin periodinane (1 eqiv.) was added. Stirring was continued for another hour and then the reaction was quenched with 1NNaOH (˜4 ml). H2O was added and the organic layer separated. The aqueous layer was back extracted with CH2Cl2, dried and concentrated to give a yellow waxy so...